Dataset: the Open Reaction Database (ORD), a public repository of structured organic reaction records. Task: describe an organic reaction: reactants, conditions, products, and yield The reactants are C(C1=CC=CC=C1)OC1C(C=CC=C1)(B(O)O)OC (2-Benzyloxy-1-methoxybenzeneboronic acid), Cl (hydrochloric acid), C([O-])([O-])=O.[K+].[K+] (potassium carbonate), BrC=1C=C(C=CC1)CC(=O)OC (methyl 3-bromophenylacetate), C(C(C)O)O (propylene glycol). The reagents and catalysts are [Pd].ClC1=C(C(=C([C-]1P)C1=CC=CC=C1)C1=CC=CC=C1)Cl.[CH-]1C=CC=C1.[Fe+2] (dichlorodiphenyl phosphinoferrocene palladium). The solvent is COCCOC (1,2-dimethoxyethane), C(C)OCC (diethyl ether). Run at time 1 hour. Yields the product C(C1=CC=CC=C1)OC=1C=C(C=CC1OC)C1=CC(=CC=C1)CC(=O)OC (Methyl (3′-benzyloxy-4′-methoxybiphenyl-3-yl)acetate). Yield: 55.5%. Reaction SMILES: [CH2:1]([O:8][CH:9]1[CH:14]=[CH:13][CH:12]=[CH:11][C:10]1([O:18][CH3:19])B(O)O)[C:2]1[CH:7]=[CH:6][CH:5]=[CH:4][CH:3]=1.C(O)C(O)C.C(=O)([O-])[O-].[K+].[K+].Br[C:32]1[CH:33]=[C:34]([CH2:38][C:39]([O:41][CH3:42])=[O:40])[CH:35]=[CH:36][CH:37]=1.Cl>C(OCC)C.COCCOC.[Pd].ClC1[C-](P)C(C2C=CC=CC=2)=C(C2C=CC=CC=2)C=1Cl.[CH-]1C=CC=C1.[Fe+2]>[CH2:1]([O:8][C:9]1[CH:14]=[C:13]([C:36]2[CH:37]=[CH:32][CH:33]=[C:34]([CH2:38][C:39]([O:41][CH3:42])=[O:40])[CH:35]=2)[CH:12]=[CH:11][C:10]=1[O:18][CH3:19])[C:2]1[CH:7]=[CH:6][CH:5]=[CH:4][CH:3]=1 |f:2.3.4,9.10.11.12|. Procedure details: 1.753 g of 2-Benzyloxy-1-methoxybenzeneboronic acid was suspended in 50 ml of diethyl ether, and 0.49 ml of propylene glycol was added thereto. The mixture was stirred at room temperature for 1 hour, and the solvent was removed to give 2-(3-benzyloxy-4-methoxyphenyl)-[1,3,2]dioxaborynane. This product was dissolved in 30 ml of 1,2-dimethoxyethane, then 1.5 g of potassium carbonate, 1.9 g of methyl 3-bromophenylacetate and 270 mg of dichlorodiphenyl phosphinoferrocene palladium were added thereto... Starting materials: C1(CCCC1)CC(C(=O)O)C1=CC=C(C=C1)S(=O)(=O)C (3-cyclopentyl-2-(4-methanesulfonyl-phenyl)propionic acid), CO (methanol). Reagents/catalysts: S(O)(O)(=O)=O (sulfuric acid). Run at temperature 25 celsius. Product: hexanes ethyl acetate, COC(C(CC1CCCC1)C1=CC=C(C=C1)S(=O)(=O)C)=O (3-cyclopentyl-2-(4-methanesulfonyl-phenyl)propionic acid methyl ester). The yield is 72.0%. RXN SMILES: [CH:1]1([CH2:6][CH:7]([C:11]2[CH:16]=[CH:15][C:14]([S:17]([CH3:20])(=[O:19])=[O:18])=[CH:13][CH:12]=2)[C:8]([OH:10])=[O:9])[CH2:5][CH2:4][CH2:3][CH2:2]1.[CH3:21]O>S(=O)(=O)(O)O>[CH3:21][O:9][C:8](=[O:10])[CH:7]([C:11]1[CH:16]=[CH:15][C:14]([S:17]([CH3:20])(=[O:19])=[O:18])=[CH:13][CH:12]=1)[CH2:6][CH:1]1[CH2:5][CH2:4][CH2:3][CH2:2]1. Procedure details: A solution of 3-cyclopentyl-2-(4-methanesulfonyl-phenyl)propionic acid (500 mg, 1.89 mmol) in methanol (15 mL) was treated slowly with concentrated sulfuric acid (3 drops). The resulting reaction mixture was heated under reflux for 15 h. The reaction mixture was allowed to cool to 25° C. and then concentrated in vacuo. Flash chromatography (Merck Silica gel 60, 230-400 mesh, 1/3 hexanes/ethyl acetate) afforded 3-cyclopentyl-2-(4-methanesulfonyl-phenyl)propionic acid methyl ester (377 mg, 72%) as... The reactants are CS(C)=O, NC1CCC(N)CC1, Fc1cc(I)c(Cl)cn1. Yields the product NC1CCC(Nc2cc(I)c(Cl)cn2)CC1. Reaction SMILES: [CH3:18][S:19]([CH3:20])=[O:21].[CH:10]1([NH2:17])[CH2:11][CH2:12][CH:13]([NH2:16])[CH2:14][CH2:15]1.[Cl:1][c:2]1[c:3]([I:9])[cH:4][c:5]([F:8])[n:6][cH:7]1>>[Cl:1][c:2]1[c:3]([I:9])[cH:4][c:5]([NH:16][CH:13]2[CH2:12][CH2:11][CH:10]([NH2:17])[CH2:15][CH2:14]2)[n:6][cH:7]1. Reactants: O=C(Cl)c1ccccc1, O=C([O-])O, CC1CNCCN1, CC(C)=O, Cl, [Na+], O. The product is CC1CN(C(=O)c2ccccc2)CCN1. As a reaction SMILES: [C:13]([c:14]1[cH:15][cH:16][cH:17][cH:18][cH:19]1)(=[O:20])[Cl:21].[C:8](=[O:9])([OH:10])[O-:11].[CH3:1][CH:2]1[NH:3][CH2:4][CH2:5][NH:6][CH2:7]1.[CH3:24][C:25](=[O:26])[CH3:27].[ClH:22].[Na+:12].[OH2:23]>>[CH3:1][CH:2]1[NH:3][CH2:4][CH2:5][N:6]([C:13]([c:14]2[cH:15][cH:16][cH:17][cH:18][cH:19]2)=[O:20])[CH2:7]1. Reactants: CC=1CC2CCNC(C2=CC1C)=O (6,7-dimethyl-1-oxo-1,3,4,5-tetrahydro-isoquinoline), C1(=CC=C(C=C1)S(=O)(=O)OCC1CN(CC1)CCCC1=CC2=CC=CC=C2C=C1)C (3-(p-toluenesulphonyloxymethyl)-N-[3-(naphth-2-yl)-propyl]-pyrrolidine). Yields the product C1=C(C=CC2=CC=CC=C12)CCCN1CC(CC1)CN1C(C2=CC(=C(C=C2CC1)C)C)=O (2-[(N-(3-(Naphth-2-yl)-propyl)-pyrrolidin-3-yl)-methyl]-6,7-dimethyl-1-oxo-1,2,3,4-tetrahydro-isoquinoline). Reaction SMILES: [CH3:1][C:2]1[CH2:3][CH:4]2[C:9](=[CH:10][C:11]=1[CH3:12])[C:8](=[O:13])[NH:7][CH2:6][CH2:5]2.C1(C)C=CC(S(O[CH2:24][CH:25]2[CH2:29][CH2:28][N:27]([CH2:30][CH2:31][CH2:32][C:33]3[CH:42]=[CH:41][C:40]4[C:35](=[CH:36][CH:37]=[CH:38][CH:39]=4)[CH:34]=3)[CH2:26]2)(=O)=O)=CC=1>>[CH:34]1[C:35]2[C:40](=[CH:39][CH:38]=[CH:37][CH:36]=2)[CH:41]=[CH:42][C:33]=1[CH2:32][CH2:31][CH2:30][N:27]1[CH2:28][CH2:29][CH:25]([CH2:24][N:7]2[CH2:6][CH2:5][C:4]3[C:9](=[CH:10][C:11]([CH3:12])=[C:2]([CH3:1])[CH:3]=3)[C:8]2=[O:13])[CH2:26]1. Procedure: Prepared from 6,7-dimethyl-1-oxo-1,3,4,5-tetrahydro-isoquinoline and 3-(p-toluenesulphonyloxymethyl)-N-[3-(naphth-2-yl)-propyl]-pyrrolidine analogously to Example 2.